describe an organic reaction: reactants, conditions, products, and yield From a dataset of the Open Reaction Database (ORD), a public repository of structured organic reaction records. Reactants: CO, Cl, CCC(NC1CCC(F)(F)C1)C(=O)OC(C)(C)C. The product is CCC(NC1CCC(F)(F)C1)C(=O)OC. As a reaction SMILES: [CH3:20][OH:21].[ClH:19].[F:1][C:2]1([F:18])[CH2:3][CH:4]([NH:7][CH:8]([C:9](=[O:10])[O:11][C:12]([CH3:13])([CH3:14])[CH3:15])[CH2:16][CH3:17])[CH2:5][CH2:6]1>>[F:1][C:2]1([F:18])[CH2:3][CH:4]([NH:7][CH:8]([C:9](=[O:10])[O:11][CH3:12])[CH2:16][CH3:17])[CH2:5][CH2:6]1. Reactants: [OH-].[K+] (KOH), C(CCCCC)Br (hexyl bromide), S1C2=C(C=C1)CC1=C2SC=C1 (4H-Cyclopenta[2,1-b;3,4-b′]dithiophene), [I-].[Na+] (sodium iodide). Run in CS(=O)C (DMSO), O (Water). Conditions: time 17 hour. Product: C(CCCCC)C1(C2=C(SC=C2)C=2SC=CC21)CCCCCC (4,4-Dihexyl-4H-cyclopenta[2,1-b;3,4-b′]dithiophene). RXN SMILES: [S:1]1[CH:5]=[CH:4][C:3]2[CH2:6][C:7]3[CH:11]=[CH:10][S:9][C:8]=3[C:2]1=2.[OH-].[K+].[I-].[Na+].[CH2:16](Br)[CH2:17][CH2:18][CH2:19][CH2:20][CH3:21]>CS(C)=O.O>[CH2:16]([C:6]1([CH2:7][CH2:8][CH2:2][CH2:3][CH2:4][CH3:5])[C:7]2[CH:11]=[CH:10][S:9][C:8]=2[C:2]2[S:1][CH:5]=[CH:4][C:3]1=2)[CH2:17][CH2:18][CH2:19][CH2:20][CH3:21] |f:1.2,3.4|. Procedure details: 4H-Cyclopenta[2,1-b;3,4-b′]dithiophene (1.5 g, 0.00843 mol) was dissolved in DMSO (50 mL). The solution was purged with nitrogen, and grounded KOH (1.89 g, 0.0337 mol) and sodium iodide (50 mg) were added, followed by hexyl bromide (3.02 g, 0.0169 mol). The reaction was stirred for 17 h under nitrogen at room temperature. Water was added and the reaction was extracted with t-butyl-methyl ether. The organic layer was separated and dried over magnesium sulfate. Solvent was removed under vacuum and... Starting materials: BrC1=COC=2C1=NC(=CC2)C=2OC(=NN2)C (3-bromo-5-(5-methyl-1,3,4-oxadiazol-2-yl)furo[3,2-b]pyridine), C(C1=CC=CC=C1)N1N=CC(=C1)B1OC(C(O1)(C)C)(C)C (1-benzyl-4-(4,4,5,5-tetramethyl-1,3,2-dioxaborolan-2-yl)-1H-pyrazole). The product is C(C1=CC=CC=C1)N1N=CC(=C1)C1=COC=2C1=NC(=CC2)C=2OC(=NN2)C (3-(1-benzyl-1H-pyrazol-4-yl)-5-(5-methyl-1,3,4-oxadiazol-2-yl)furo[3,2-b]pyridine). Yield: 68.0%. As a reaction SMILES: Br[C:2]1[C:6]2=[N:7][C:8]([C:11]3[O:12][C:13]([CH3:16])=[N:14][N:15]=3)=[CH:9][CH:10]=[C:5]2[O:4][CH:3]=1.[CH2:17]([N:24]1[CH:28]=[C:27](B2OC(C)(C)C(C)(C)O2)[CH:26]=[N:25]1)[C:18]1[CH:23]=[CH:22][CH:21]=[CH:20][CH:19]=1>>[CH2:17]([N:24]1[CH:28]=[C:27]([C:2]2[C:6]3=[N:7][C:8]([C:11]4[O:12][C:13]([CH3:16])=[N:14][N:15]=4)=[CH:9][CH:10]=[C:5]3[O:4][CH:3]=2)[CH:26]=[N:25]1)[C:18]1[CH:23]=[CH:22][CH:21]=[CH:20][CH:19]=1. Procedure: In the same manner as in Example 132 and using 3-bromo-5-(5-methyl-1,3,4-oxadiazol-2-yl)furo[3,2-b]pyridine instead of 2-(3-bromo-1-benzofuran-5-yl)-5-methyl-1,3,4-oxadiazole, using 1-benzyl-4-(4,4,5,5-tetramethyl-1,3,2-dioxaborolan-2-yl)-1H-pyrazole instead of (4-fluorophenyl)boronic acid, and using [1,1′-bis(diphenylphosphino)ferrocene]palladium(II) chloride dichloromethane complex instead of tetrakis(triphenylphosphine)palladium(0), the title compound (yield 68%) was obtained as colorless cry...